Dataset: the Open Reaction Database (ORD), a public repository of structured organic reaction records. Task: describe an organic reaction: reactants, conditions, products, and yield The product is Clc1ccc(-c2nc(-c3ccccc3)sc2CBr)cc1. As a reaction SMILES: [Br:20][N:21]1[C:22](=[O:23])[CH2:24][CH2:25][C:26]1=[O:27].[C:40]([Cl:41])([Cl:42])([Cl:43])[Cl:44].[Cl:1][c:2]1[cH:3][cH:4][c:5](-[c:8]2[n:9][c:10](-[c:14]3[cH:15][cH:16][cH:17][cH:18][cH:19]3)[s:11][c:12]2[CH3:13])[cH:6][cH:7]1.[N:28]#[C:29][C:30]([N:31]=[N:32][C:33]([C:34]#[N:35])([CH3:36])[CH3:37])([CH3:38])[CH3:39]>>[Cl:1][c:2]1[cH:3][cH:4][c:5](-[c:8]2[n:9][c:10](-[c:14]3[cH:15][cH:16][cH:17][cH:18][cH:19]3)[s:11][c:12]2[CH2:13][Br:20])[cH:6][cH:7]1. Reactants: O=C1CCC(=O)N1Br, ClC(Cl)(Cl)Cl, Cc1sc(-c2ccccc2)nc1-c1ccc(Cl)cc1, CC(C)(C#N)N=NC(C)(C)C#N. The reactants are COCCl, CN(C)C=O, [Cl-], [H-], [NH4+], [Na+], O, O=Cc1c[nH]c2ccccc12. The product is COCn1cc(C=O)c2ccccc21. RXN SMILES: [CH3:14][O:15][CH2:16][Cl:17].[CH3:20][N:21]([CH3:22])[CH:23]=[O:24].[Cl-:18].[H-:12].[NH4+:19].[Na+:13].[OH2:25].[nH:1]1[cH:2][c:3]([CH:10]=[O:11])[c:4]2[cH:5][cH:6][cH:7][cH:8][c:9]12>>[n:1]1([CH2:16][O:15][CH3:14])[cH:2][c:3]([CH:10]=[O:11])[c:4]2[cH:5][cH:6][cH:7][cH:8][c:9]12. Reactants: C[O-].[Na+] (Sodium methoxide), COC(C1=C(C(=CC=C1)[N+](=O)[O-])NC(C)=O)=O (methyl-2-(acetylamino)-3-nitrobenzoate), Cl (hydrochloric acid). Run in CO (MeOH). Reaction conditions: time 16 hour. The product is COC(C1=C(C(=CC=C1)[N+](=O)[O-])N)=O (methyl-2-amino-3-nitrobenzoate). Isolated yield 64.9%. Reaction SMILES: C[O-].[Na+].[CH3:4][O:5][C:6](=[O:20])[C:7]1[CH:12]=[CH:11][CH:10]=[C:9]([N+:13]([O-:15])=[O:14])[C:8]=1[NH:16]C(=O)C.Cl>CO>[CH3:4][O:5][C:6](=[O:20])[C:7]1[CH:12]=[CH:11][CH:10]=[C:9]([N+:13]([O-:15])=[O:14])[C:8]=1[NH2:16] |f:0.1|. Reported procedure: Sodium methoxide (1.50 g, 27.7 mmol) was added to a solution of methyl-2-(acetylamino)-3-nitrobenzoate (1.0 g, 4.2 mmol) in MeOH (30 ml) and the mixture stirred at ambient temperature under nitrogen for 16 h. The reaction was cautiously acidified with concentrated hydrochloric acid then heated at reflux overnight, followed by evaporation and re-evaporation by toluene (2×30 ml). The residue was treated with CH2Cl2 (50 ml), the insoluble material removed through filtration and the filtrate reduced... The reactants are O=S1(N(CCC1)[C@@H](C)C1=CC=C(C(=O)O)C=C1)=O ((S)-4-[1-(1,1-dioxo-1λ6-isothiazolidin-2-yl)ethyl]benzoic acid), CC=1C(=NC=C(C1)C)N1CCNCC1 (1-(3,5-dimethylpyridin-2-yl)piperazine). The product is CC=1C(=NC=C(C1)C)N1CCN(CC1)C(=O)C1=CC=C(C=C1)[C@H](C)N1S(CCC1)(=O)=O ((S)-[4-(3,5-dimethylpyridin-2-yl)piperazin-1-yl] {4-[1-(1,1-dioxo-1λ6-isothiazolidin-2-yl)ethyl]phenyl}methanone). Yield: 80.8%. RXN SMILES: [O:1]=[S:2]1(=[O:18])[CH2:6][CH2:5][CH2:4][N:3]1[C@H:7]([C:9]1[CH:17]=[CH:16][C:12]([C:13]([OH:15])=O)=[CH:11][CH:10]=1)[CH3:8].[CH3:19][C:20]1[C:21]([N:27]2[CH2:32][CH2:31][NH:30][CH2:29][CH2:28]2)=[N:22][CH:23]=[C:24]([CH3:26])[CH:25]=1>>[CH3:19][C:20]1[C:21]([N:27]2[CH2:28][CH2:29][N:30]([C:13]([C:12]3[CH:11]=[CH:10][C:9]([C@@H:7]([N:3]4[CH2:4][CH2:5][CH2:6][S:2]4(=[O:1])=[O:18])[CH3:8])=[CH:17][CH:16]=3)=[O:15])[CH2:31][CH2:32]2)=[N:22][CH:23]=[C:24]([CH3:26])[CH:25]=1. Procedure: Using (S)-4-[1-(1,1-dioxo-1λ6-isothiazolidin-2-yl)ethyl]benzoic acid (162 mg) described in Preparation Example 44 and 1-(3,5-dimethylpyridin-2-yl)piperazine (126 mg) described in Preparation Example 79 and by the reaction and treatment in the same manner as in Example 87, the title compound (215 mg) was obtained.